This data is from the Open Reaction Database (ORD), a public repository of structured organic reaction records. The task is: describe an organic reaction: reactants, conditions, products, and yield The reactants are [N+](=O)(O)[O-] (nitric acid), C(C)(=O)OC(C)=O (acetic anhydride), ClC=1C=CC=C2C=C(NC12)C(=O)O (7-chloroindole-2-carboxylic acid). The product is ClC=1C=CC=C2C(=C(NC12)C(=O)O)[N+](=O)[O-] (7-Chloro-3-nitroindole-2-carboxylic acid). RXN SMILES: [N+:1]([O-:4])(O)=[O:2].C(OC(=O)C)(=O)C.[Cl:12][C:13]1[CH:14]=[CH:15][CH:16]=[C:17]2[C:21]=1[NH:20][C:19]([C:22]([OH:24])=[O:23])=[CH:18]2>>[Cl:12][C:13]1[CH:14]=[CH:15][CH:16]=[C:17]2[C:21]=1[NH:20][C:19]([C:22]([OH:24])=[O:23])=[C:18]2[N+:1]([O-:4])=[O:2]. Procedure: Seventy percent nitric acid (3.4 ml) was added to dropwise to acetic anhydride (35 ml) with stirring at room temperature. The mixture was then cooled in an ice bath and 7-chloroindole-2-carboxylic acid (EP 0 622 356 A1, 1.71 g, 8.74 mmol) was added carefully. After stirring for an additional 1.5 h, the suspension was filtered and the filter cake washed with hexane and air-dried. The yield of 7-chloro-3-nitroindole-2-carboxylic acid , yellow solids, was 283 mg (14%). 1H-NMR (DMSO-d6) δ: 13.66 (1H... Reactants: ClC1=CC(=C(C(=C1C#N)N1CCCC1)OCC)C(C)O (6-chloro-3-ethoxy-4-(1-hydroxyethyl)-2-pyrrolidin-1-ylbenzonitrile), CN(C=O)C (N,N-dimethylformamide), S(=O)(Cl)Cl (thionyl chloride). Solvent: C(Cl)Cl (methylene chloride), C(C)(=O)OCC (ethyl acetate). Reaction conditions: time 2 hour. Product: ClC1=CC(=C(C(=C1C#N)N1CCCC1)OCC)C(C)Cl (6-chloro-4-(1-chloroethyl)-3-ethoxy-2-pyrrolidin-1-ylbenzonitrile). Isolated yield 102.2%. Reaction SMILES: [Cl:1][C:2]1[C:7]([C:8]#[N:9])=[C:6]([N:10]2[CH2:14][CH2:13][CH2:12][CH2:11]2)[C:5]([O:15][CH2:16][CH3:17])=[C:4]([CH:18](O)[CH3:19])[CH:3]=1.CN(C)C=O.S(Cl)([Cl:28])=O>C(Cl)Cl.C(OCC)(=O)C>[Cl:1][C:2]1[C:7]([C:8]#[N:9])=[C:6]([N:10]2[CH2:14][CH2:13][CH2:12][CH2:11]2)[C:5]([O:15][CH2:16][CH3:17])=[C:4]([CH:18]([Cl:28])[CH3:19])[CH:3]=1. Reported procedure: The 6-chloro-3-ethoxy-4-(1-hydroxyethyl)-2-pyrrolidin-1-ylbenzonitrile (0.045 g, 0.15 mmol) was taken up in methylene chloride (3.0 mL) and N,N-dimethylformamide (0.002 mL, 0.03 mmol) and cooled in an ice bath. The thionyl chloride (0.017 mL, 0.23 mmol) was added and the reaction was monitored by LC/MS. After stirring for 2 hrs the reaction was complete. The reaction was then taken up in ethyl acetate, washed with sodium bicarbonate, brine, dried over magnesium sulfate and concentrated to give c... The reactants are CN1CCCC1=O, Clc1ccc2c(N3CCCCC3)noc2c1, O=C(NCCCl)c1nsc2ccccc12, [Na+], [Na+], O=C([O-])[O-], O. Product: O=C(NCCC1CCN(c2noc3cc(Cl)ccc23)CC1)c1nsc2ccccc12. As a reaction SMILES: [CH3:38][N:39]1[CH2:40][CH2:41][CH2:42][C:43]1=[O:44].[Cl:16][c:17]1[cH:18][c:19]2[c:20]([c:21]([N:24]3[CH2:25][CH2:26][CH2:27][CH2:28][CH2:29]3)[n:22][o:23]2)[cH:30][cH:31]1.[Cl:1][CH2:2][CH2:3][NH:4][C:5](=[O:6])[c:7]1[n:8][s:9][c:10]2[c:11]1[cH:12][cH:13][cH:14][cH:15]2.[Na+:32].[Na+:33].[O-:34][C:35](=[O:36])[O-:37].[OH2:45]>>[CH2:2]([CH2:3][NH:4][C:5](=[O:6])[c:7]1[n:8][s:9][c:10]2[c:11]1[cH:12][cH:13][cH:14][cH:15]2)[CH:27]1[CH2:26][CH2:25][N:24]([c:21]2[c:20]3[c:19]([cH:18][c:17]([Cl:16])[cH:31][cH:30]3)[o:23][n:22]2)[CH2:29][CH2:28]1. Reactants: O=C([O-])[O-], CS(C)=O, FC(F)(F)C1(c2cc(Cl)cc(Cl)c2)CCNC1, N#Cc1ccc(F)cc1, [K+], [K+]. Yields the product N#Cc1ccc(N2CCC(c3cc(Cl)cc(Cl)c3)(C(F)(F)F)C2)cc1. Reaction SMILES: [C:27](=[O:28])([O-:29])[O-:30].[CH3:33][S:34]([CH3:35])=[O:36].[Cl:1][c:2]1[cH:3][c:4]([C:9]2([C:14]([F:15])([F:16])[F:17])[CH2:10][NH:11][CH2:12][CH2:13]2)[cH:5][c:6]([Cl:8])[cH:7]1.[F:18][c:19]1[cH:20][cH:21][c:22]([C:23]#[N:24])[cH:25][cH:26]1.[K+:31].[K+:32]>>[Cl:1][c:2]1[cH:3][c:4]([C:9]2([C:14]([F:15])([F:16])[F:17])[CH2:10][N:11]([c:19]3[cH:20][cH:21][c:22]([C:23]#[N:24])[cH:25][cH:26]3)[CH2:12][CH2:13]2)[cH:5][c:6]([Cl:8])[cH:7]1. Reactants: CCOC(=O)c1ccn[nH]c1=O, N. Product: NC(=O)c1ccn[nH]c1=O. RXN SMILES: [CH2:1]([O:3][C:4](=[O:2])[c:6]1[c:7](=[O:12])[nH:8][n:9][cH:10][cH:11]1)[CH3:5].[NH3:13]>>[O:3]=[C:4]([c:6]1[c:7](=[O:12])[nH:8][n:9][cH:10][cH:11]1)[NH2:13]. The reactants are CC(=O)[O-], CO, COC(=O)C=Cc1ccc(C=O)cc1, Cl, NO, [Na+], O. Product: COC(=O)C=Cc1ccc(C=NO)cc1. As a reaction SMILES: [CH3:19][C:20](=[O:21])[O-:22].[CH3:23][OH:24].[CH:1](=[O:2])[c:3]1[cH:4][cH:5][c:6]([CH:7]=[CH:8][C:9](=[O:10])[O:11][CH3:12])[cH:13][cH:14]1.[ClH:15].[NH2:16][OH:17].[Na+:18].[OH2:25]>>[CH:1]([c:3]1[cH:4][cH:5][c:6]([CH:7]=[CH:8][C:9](=[O:10])[O:11][CH3:12])[cH:13][cH:14]1)=[N:16][OH:17].